Task: describe an organic reaction: reactants, conditions, products, and yield. Dataset: the Open Reaction Database (ORD), a public repository of structured organic reaction records Starting materials: C(C)(C)(C)OC(=O)N[C@H](CN[C@@H](C)C(=O)N[C@@H](C(C)C)C(=O)NCC(C)C)CC1=CC=CC=C1 (N-[(2S)-2-[(tert-butoxycarbonyl)amino]-3-phenylpropyl]-L-alanyl-N1-isobutyl-L-valinamide), FC(C(=O)O)(F)F (trifluoroacetic acid), ClCCl (dichloromethane). Run in C(C)O (ethanol). The product is N[C@H](CN[C@@H](C)C(=O)N[C@@H](C(C)C)C(=O)NCC(C)C)CC1=CC=CC=C1 (N-[(2S)-2-amino-3-phenylpropyl]-L-alanyl-N1-isobutyl-L-valinamide). As a reaction SMILES: C(OC([NH:8][C@@H:9]([CH2:28][C:29]1[CH:34]=[CH:33][CH:32]=[CH:31][CH:30]=1)[CH2:10][NH:11][C@H:12]([C:14]([NH:16][C@H:17]([C:21]([NH:23][CH2:24][CH:25]([CH3:27])[CH3:26])=[O:22])[CH:18]([CH3:20])[CH3:19])=[O:15])[CH3:13])=O)(C)(C)C.FC(F)(F)C(O)=O.ClCCl>C(O)C>[NH2:8][C@@H:9]([CH2:28][C:29]1[CH:30]=[CH:31][CH:32]=[CH:33][CH:34]=1)[CH2:10][NH:11][C@H:12]([C:14]([NH:16][C@H:17]([C:21]([NH:23][CH2:24][CH:25]([CH3:26])[CH3:27])=[O:22])[CH:18]([CH3:19])[CH3:20])=[O:15])[CH3:13]. Procedure details: N-[(2S)-2-[(tert-butoxycarbonyl)amino]-3-phenylpropyl]-L-alanyl-N1-isobutyl-L-valinamide (84 mg, 0.176 mmol) is stirred with 1 mL of trifluoroacetic acid and 3 mL of dichloromethane for 30 min. It is then concentrated on a rotary evaporator and then neutralized with several mL of saturated aqueous sodium bicarbonate. The product is taken up in 70 mL of ethyl ether, washed with several more mL of bicarbonate solution, and then dried over anhydrous sodium sulfate. Concentration from ethyl ether, a... The reactants are ClC1=C2C(=NC=C1)C=C(S2)C=2C=NC(=CC2)OC (7-Chloro-2-(6-methoxypyridin-3-yl)thieno[3,2-b]pyridine), FC1=C(C=CC(=C1)[N+](=O)[O-])O (2-fluoro-4-nitrophenol), C([O-])([O-])=O.[K+].[K+] (potassium carbonate). The solvent is C1(=CC=CC=C1)OC1=CC=CC=C1 (diphenyl ether), C(Cl)Cl (CH2Cl2). Reaction conditions: temperature 170 celsius. Product: FC1=C(OC2=C3C(=NC=C2)C=C(S3)C=3C=NC(=CC3)OC)C=CC(=C1)[N+](=O)[O-] (7-(2-Fluoro-4-nitrophenoxy)-2-(6-methoxypyridin-3-yl)thieno[3,2-b]pyridine). Yield: 43.0%. Reaction SMILES: Cl[C:2]1[CH:7]=[CH:6][N:5]=[C:4]2[CH:8]=[C:9]([C:11]3[CH:12]=[N:13][C:14]([O:17][CH3:18])=[CH:15][CH:16]=3)[S:10][C:3]=12.[F:19][C:20]1[CH:25]=[C:24]([N+:26]([O-:28])=[O:27])[CH:23]=[CH:22][C:21]=1[OH:29].C(=O)([O-])[O-].[K+].[K+]>C1(OC2C=CC=CC=2)C=CC=CC=1.C(Cl)Cl>[F:19][C:20]1[CH:25]=[C:24]([N+:26]([O-:28])=[O:27])[CH:23]=[CH:22][C:21]=1[O:29][C:2]1[CH:7]=[CH:6][N:5]=[C:4]2[CH:8]=[C:9]([C:11]3[CH:12]=[N:13][C:14]([O:17][CH3:18])=[CH:15][CH:16]=3)[S:10][C:3]=12 |f:2.3.4|. Reported procedure: A suspension of 418 (0.638 g, 2.31 mmol), 2-fluoro-4-nitrophenol (0.725 g, 4.61 mmol) and potassium carbonate (0.638 g, 4.61 mmol) in diphenyl ether (6 mL) was heated to 170° C. for 8 h in a pressure tube. The resulting dark solution was cooled to room temperature, diluted with CH2Cl2 and then filtered. The filtrate was concentrated and the residue was purified by flash chromatography (eluent 100% hexanes to 50/50 ethyl acetate/hexanes) to produce title compound 419 as a yellow solid (0.395 g, 4... The reactants are [OH-].[K+] (potassium hydroxide), CC1=C(C=CC(=C1)C)C=1C(N(C(=NC1)NCCC)C)=O (5-(2,4-dimethylphenyl)-3-methyl-2-propylaminopyrimidin-4(3H)-one), ICCC (1-iodopropane). Run in C(C)(=O)OCC (ethyl acetate), O1CCCC1 (tetrahydrofuran). Run at time 12 hour. Yields the product CC1=C(C=CC(=C1)C)C=1C(N(C(=NC1)N(CCC)CCC)C)=O (5-(2,4-Dimethylphenyl)-2-(dipropylamino)-3-methylpyrimidin-4(3H)-one). Yield: 64.7%. Reaction SMILES: [CH3:1][C:2]1[CH:7]=[C:6]([CH3:8])[CH:5]=[CH:4][C:3]=1[C:9]1[C:10](=[O:20])[N:11]([CH3:19])[C:12]([NH:15][CH2:16][CH2:17][CH3:18])=[N:13][CH:14]=1.[OH-].[K+].I[CH2:24][CH2:25][CH3:26]>O1CCCC1.C(OCC)(=O)C>[CH3:1][C:2]1[CH:7]=[C:6]([CH3:8])[CH:5]=[CH:4][C:3]=1[C:9]1[C:10](=[O:20])[N:11]([CH3:19])[C:12]([N:15]([CH2:24][CH2:25][CH3:26])[CH2:16][CH2:17][CH3:18])=[N:13][CH:14]=1 |f:1.2|. Reported procedure: To a solution containing 0.2 g (0.74 mmol) of 5-(2,4-dimethylphenyl)-3-methyl-2-propylaminopyrimidin-4(3H)-one in 5 ml of tetrahydrofuran under a nitrogen atmosphere was added 0.12 g (2.2 mmol) of potassium hydroxide followed by 0.38 g (2.2 mmol) of 1-iodopropane. The reaction was allowed to stir at room temperature for 12 h, diluted with ethyl acetate and washed with saturated sodium bicarbonate. The organic phase was dried over magnesium sulfate. Filtration, removal of solvent and purification... Reactants: B(Br)(Br)Br (boron tribromide), CC(C(=O)NNC(=O)C1=CC2=CC(=C(C=C2C=C1)OC)OC)(C)C (6,7-dimethoxy-2-naphthalenecarboxylic acid, 2-(2,2-dimethyl-1-oxopropyl)hydrazide), O (water), CCOCC (ether). The solvent is ClCCl (dichloromethane). Conditions: time 8 hour. Product: OC=1C=C2C=CC(=CC2=CC1O)C(=O)NN (6,7-Dihydroxy-2-naphthalenecarboxylic acid, hydrazide). The yield is 41.0%. As a reaction SMILES: B(Br)(Br)Br.CC(C)(C)C([NH:9][NH:10][C:11]([C:13]1[CH:22]=[CH:21][C:20]2[C:15](=[CH:16][C:17]([O:25]C)=[C:18]([O:23]C)[CH:19]=2)[CH:14]=1)=[O:12])=O.O.CCOCC>ClCCl>[OH:23][C:18]1[CH:19]=[C:20]2[C:15](=[CH:16][C:17]=1[OH:25])[CH:14]=[C:13]([C:11]([NH:10][NH2:9])=[O:12])[CH:22]=[CH:21]2. Reported procedure: At -78° C., 3.5 g (14.2 mmol) of boron tribromide (0.5M in dichloromethane) was added dropwise to a solution of 1.59 g (4.7 mmol) of 6,7-dimethoxy-2-naphthalenecarboxylic acid, 2-(2,2-dimethyl-1-oxopropyl)hydrazide in 40 ml of dry dichloromethane. The solution was allowed to warm to room temperature and was stirred overnight. 30 ml of water and 115 ml of ether were added and the resulting precipitate filtered, washed and dried in vacuo to give 0.42 g of the title compound as its hydrobromide sal...